From a dataset of the Open Reaction Database (ORD), a public repository of structured organic reaction records. describe an organic reaction: reactants, conditions, products, and yield The reactants are C(C1=CC=CC=C1)(=O)O[C@]1(C(CO)=O)CC[C@H]2[C@@H]3C[C@@H](C4=CC(C=C[C@]4(C)[C@H]3[C@H](C[C@]12C)O)=O)C (17-benzoyloxy-11β,21-dihydroxy-6α-methyl-1,4-pregnadiene-3,20-dione), C(C)(=O)OC(C)=O (acetic anhydride). Yields the product C(C)(=O)OCC([C@]1(CC[C@H]2[C@@H]3C[C@@H](C4=CC(C=C[C@]4(C)[C@H]3[C@H](C[C@]12C)O)=O)C)OC(C1=CC=CC=C1)=O)=O (21-acetoxy-17-benzoyloxy-11β-hydroxy-6α-methyl-1,4-pregnadiene-3,20-dione). RXN SMILES: [C:1]([O:9][C@:10]1([C@:31]2([CH3:32])[C@H:17]([C@H:18]3[C@H:28]([C@@H:29]([OH:33])[CH2:30]2)[C@:26]2([CH3:27])[C:21](=[CH:22][C:23](=[O:34])[CH:24]=[CH:25]2)[C@@H:20]([CH3:35])[CH2:19]3)[CH2:16][CH2:15]1)[C:11](=[O:14])[CH2:12][OH:13])(=[O:8])[C:2]1[CH:7]=[CH:6][CH:5]=[CH:4][CH:3]=1.[C:36](OC(=O)C)(=[O:38])[CH3:37]>>[C:36]([O:13][CH2:12][C:11](=[O:14])[C@:10]1([O:9][C:1](=[O:8])[C:2]2[CH:7]=[CH:6][CH:5]=[CH:4][CH:3]=2)[C@:31]2([CH3:32])[C@H:17]([C@H:18]3[C@H:28]([C@@H:29]([OH:33])[CH2:30]2)[C@:26]2([CH3:27])[C:21](=[CH:22][C:23](=[O:34])[CH:24]=[CH:25]2)[C@@H:20]([CH3:35])[CH2:19]3)[CH2:16][CH2:15]1)(=[O:38])[CH3:37]. Procedure details: 1.9 g of 17-benzoyloxy-11β,21-dihydroxy-6α-methyl-1,4-pregnadiene-3,20-dione is reacted, analogously to Example 2c, with acetic anhydride and worked up. The crude product is purified on 200 g of silica gel with a methylene chloride-acetone gradient (0-12% acetone), thus isolating 1.8 g of 21-acetoxy-17-benzoyloxy-11β-hydroxy-6α-methyl-1,4-pregnadiene-3,20-dione, mp 258° C. The reactants are N(N)C1=NC=CC=C1 (2-hydrazinopyridine), C(C1=CC=CC=C1)(=O)CC(=O)OCC (ethyl benzoylacetate), C(CC(=O)C)(=O)OCC (ethyl acetoacetate). Yields the product CC=1C=C(C=CC1C)N1NC(=CC1=O)C1=CC=CC=C1 (1-(3,4-Dimethylphenyl)-3-phenyl-3-pyrazolin-5-one). As a reaction SMILES: [NH:1]([C:3]1[CH:8]=[CH:7][CH:6]=CN=1)[NH2:2].[C:9]([CH2:17][C:18]([O:20]CC)=O)(=O)[C:10]1[CH:15]=[CH:14][CH:13]=[CH:12][CH:11]=1.[C:23](OCC)(=O)[CH2:24][C:25]([CH3:27])=O>>[CH3:6][C:7]1[CH:8]=[C:3]([N:1]2[C:18](=[O:20])[CH:17]=[C:9]([C:10]3[CH:11]=[CH:12][CH:13]=[CH:14][CH:15]=3)[NH:2]2)[CH:23]=[CH:24][C:25]=1[CH3:27]. Procedure details: Following the procedure of Example 22a), except substituting 3,4-dimethylphenylhydrazine for 2-hydrazinopyridine and ethyl benzoylacetate for ethyl acetoacetate, the title compound was prepared (16.0 g; 61%). MS(ES) m/z 265 [M+H]. The solvent is polyphosphoric acid. RXN SMILES: [CH3:1][O:2][C:3]1[CH:11]=[CH:10][CH:9]=[C:8]([CH2:12][C:13]2[CH:18]=[CH:17][CH:16]=[C:15]([C:19]([F:22])([F:21])[F:20])[CH:14]=2)[C:4]=1[C:5](O)=O.[OH-:23].[NH4+]>>[CH3:1][O:2][C:3]1([OH:23])[C:4]2[C:8](=[CH:12][C:13]3[C:18]([CH:5]=2)=[CH:17][CH:16]=[C:15]([C:19]([F:22])([F:21])[F:20])[CH:14]=3)[CH:9]=[CH:10][CH2:11]1 |f:1.2|. Reactants: COC1=C(C(=O)O)C(=CC=C1)CC1=CC(=CC=C1)C(F)(F)F (2-Methoxy-6-(3'-trifluoromethylbenzyl)benzoic acid), [OH-].[NH4+] (ammonium hydroxide). Procedure: 2-Methoxy-6-(3'-trifluoromethylbenzyl)benzoic acid (3.1 g.) is added in small portions with stirring to polyphosphoric acid (60 ml.) at 90°-95°C., the reaction mixture is stirred for 30 minutes at this temperature and then allowed to cool. Excess 8N ammonium hydroxide solution is added and the solution is stirred for 15 minutes and then extracted with ether. The ether layer is washed with water and with brine, and evaporated to give 1-methoxy-6-trifluoromethylanthrol, m.p. 102°-110°C., which is ... The product is COC1(CC=CC2=CC3=CC(=CC=C3C=C12)C(F)(F)F)O (1-methoxy-6-trifluoromethylanthrol). Reaction conditions: time 30 minute. Reactants: ClC(C=1OC2=C(C1C)C=C(C=C2)F)C2CCCCC2 (2-[chloro(cyclohexyl)methyl]-5-fluoro-3-methyl-1-benzofuran), NC1=CC=C(C=C1)C(=O)NCCC(=O)OCC (ethyl 3-{[(4-aminophenyl)carbonyl]amino}propanoate). Product: C1(CCCCC1)C(C=1OC2=C(C1C)C=C(C=C2)F)NC2=CC=C(C=C2)C(=O)NCCC(=O)O (3-{[(4-{[cyclohexyl(5-fluoro-3-methyl-1-benzofuran-2-yl)methyl]amino}phenyl)carbonyl]amino}propanoic acid). Isolated yield 49.9%. Reaction SMILES: Cl[CH:2]([CH:14]1[CH2:19][CH2:18][CH2:17][CH2:16][CH2:15]1)[C:3]1[O:4][C:5]2[CH:12]=[CH:11][C:10]([F:13])=[CH:9][C:6]=2[C:7]=1[CH3:8].[NH2:20][C:21]1[CH:26]=[CH:25][C:24]([C:27]([NH:29][CH2:30][CH2:31][C:32]([O:34]CC)=[O:33])=[O:28])=[CH:23][CH:22]=1>>[CH:14]1([CH:2]([NH:20][C:21]2[CH:22]=[CH:23][C:24]([C:27]([NH:29][CH2:30][CH2:31][C:32]([OH:34])=[O:33])=[O:28])=[CH:25][CH:26]=2)[C:3]2[O:4][C:5]3[CH:12]=[CH:11][C:10]([F:13])=[CH:9][C:6]=3[C:7]=2[CH3:8])[CH2:19][CH2:18][CH2:17][CH2:16][CH2:15]1. Reported procedure: Using 2-[chloro(cyclohexyl)methyl]-5-fluoro-3-methyl-1-benzofuran (400 mg) synthesized in Example A37(3) and ethyl 3-{[(4-aminophenyl)carbonyl]amino}propanoate (336 mg) synthesized in Example 1(2) and in the same manner as in Example A22(4), the title object compound (321 mg, 50%) was obtained as a pale-brown solid. Reactants: BrCC(=O)C=1C=NC=CC1C (2-bromo-1-(4-methylpyridin-3-yl)ethanone), CN1C(C=2C=CC=C(C2C1)C(N)=S)=O (2-methyl-1-oxoisoindolin-4-carbothioamide). The product is CN1C(C2=CC=CC(=C2C1)C=1SC=C(N1)C=1C=NC=CC1C)=O (2-methyl-4-[4-(4-methylpyridin-3-yl)-1,3-thiazol-2-yl]isoindolin-1-one). Yield: 24.9%. As a reaction SMILES: Br[CH2:2][C:3]([C:5]1[CH:6]=[N:7][CH:8]=[CH:9][C:10]=1[CH3:11])=O.[CH3:12][N:13]1[CH2:21][C:20]2[C:19]([C:22](=[S:24])[NH2:23])=[CH:18][CH:17]=[CH:16][C:15]=2[C:14]1=[O:25]>>[CH3:12][N:13]1[CH2:21][C:20]2[C:15](=[CH:16][CH:17]=[CH:18][C:19]=2[C:22]2[S:24][CH:2]=[C:3]([C:5]3[CH:6]=[N:7][CH:8]=[CH:9][C:10]=3[CH3:11])[N:23]=2)[C:14]1=[O:25]. Reported procedure: By the reaction in the same manner as in Example 25-ii) using 2-methyl-1-oxo-4-isoindolincarbonitrile (364 mg), crude 2-methyl-1-oxoisoindolin-4-carbothioamide (603 mg) was obtained as a brown powder. Then, by the reaction in the same manner as in Example 25-iii), 2-bromo-1-(4-methylpyridin-3-yl)ethanone hydrobromate (500 mg) and 2-methyl-1-oxoisoindolin-4-carbothioamide (520 mg), the title compound (187 mg) was obtained as colorless powder crystals. Starting materials: CO, Cc1cc(N)nc(C2=Cc3ccccc3CC2)c1. Yields the product Cc1cc(N)nc(C2CCc3ccccc3C2)c1. RXN SMILES: [CH3:19][OH:20].[CH:1]1=[C:2]([c:11]2[cH:12][c:13]([CH3:18])[cH:14][c:15]([NH2:17])[n:16]2)[CH2:3][CH2:4][c:5]2[cH:6][cH:7][cH:8][cH:9][c:10]21>>[CH2:1]1[CH:2]([c:11]2[cH:12][c:13]([CH3:18])[cH:14][c:15]([NH2:17])[n:16]2)[CH2:3][CH2:4][c:5]2[cH:6][cH:7][cH:8][cH:9][c:10]21. Reactants: [N+](=O)([O-])C1=CC=C(C=C1)C(C#N)CC (2-(4-nitrophenyl)butyronitrile), C(CCC)O (butanol), C(C=C)(=O)OC (methyl acrylate), CC(C)([O-])C.[K+] (potassium tert-butoxide). Solvent: C(C)(C)(C)O (tert-butanol). Conditions: temperature 10 celsius, time 2 hour. Yields the product C(#N)C(CCC(=O)OC)(CC)C1=CC=C(C=C1)[N+](=O)[O-] (methyl 4-cyano-4-(4-nitrophenyl)hexanoate). Yield: 99.0%. As a reaction SMILES: [N+:1]([C:4]1[CH:9]=[CH:8][C:7]([CH:10]([CH2:13][CH3:14])[C:11]#[N:12])=[CH:6][CH:5]=1)([O-:3])=[O:2].C(O)CCC.[C:20]([O:24][CH3:25])(=[O:23])[CH:21]=[CH2:22].CC(C)([O-])C.[K+]>C(O)(C)(C)C>[C:11]([C:10]([C:7]1[CH:8]=[CH:9][C:4]([N+:1]([O-:3])=[O:2])=[CH:5][CH:6]=1)([CH2:13][CH3:14])[CH2:22][CH2:21][C:20]([O:24][CH3:25])=[O:23])#[N:12] |f:3.4|. Procedure: A mixture of 2-(4-nitrophenyl)butyronitrile (10.0 g), butanol (10 ml) and methyl acrylate (5.2 ml) was cooled to 10° C. in a 100 ml 3-necked round-bottomed flask, equipped with a magnetic follower. A solution of potassium tert-butoxide (0.6 g) in tert-butanol (10 ml) was added dropwise, maintaining the temperature at approximately 10° C. (solution turns purple). After addition was complete, the mixture was allowed to reach ambient temperature and then stirred for a further 2 hours. The reaction ... The reactants are ClC=1C=C(\C=C(\C(C)=O)/C(CC)=O)C=C(C1)Cl ((3Z)-3-(3,5-dichlorobenzylidene)-2,4-hexanedione), ClC=1C=C(\C=C(/C(C)=O)\C(CC)=O)C=C(C1)Cl ((3E)-3-(3,5-dichlorobenzylidene)-2,4-hexanedione). Product: ClC=1C=C(CC(C(C)=O)C(CC)=O)C=C(C1)Cl (3-(3,5-Dichlorobenzyl)-2,4-hexanedione), oil. Reaction SMILES: [Cl:1][C:2]1[CH:3]=[C:4]([CH:14]=[C:15]([Cl:17])[CH:16]=1)/[CH:5]=[C:6](\[C:10](=[O:13])[CH2:11][CH3:12])/[C:7](=[O:9])[CH3:8].ClC1C=C(C=C(Cl)C=1)/C=C(/C(=O)CC)\C(=O)C>>[Cl:1][C:2]1[CH:3]=[C:4]([CH:14]=[C:15]([Cl:17])[CH:16]=1)[CH2:5][CH:6]([C:10](=[O:13])[CH2:11][CH3:12])[C:7](=[O:9])[CH3:8]. Procedure details: The title compound was prepared by a similar method to that of Preparation 6 using (3Z)-3-(3,5-dichlorobenzylidene)-2,4-hexanedione and (3E)-3-(3,5-dichlorobenzylidene)-2,4-hexanedione of Preparations 18 and 19 and was obtained as yellow oil (300 mg). Starting materials: [BH4-], ClCCl, CC(=O)O, CN(C)C=O, ClC(Cl)Cl, CC(C)(C)C(=O)C(=Cc1ccc(Cl)cc1)n1cncn1, CC(C)CC(N)C(O)(c1ccccc1)c1ccccc1, [Na+]. Product: CC(C)(C)C(O)C(=Cc1ccc(Cl)cc1)n1cncn1. Reaction SMILES: [BH4-:25].[CH2:47]([Cl:48])[Cl:49].[CH3:21][C:22](=[O:23])[OH:24].[CH3:50][N:51]([CH3:52])[CH:53]=[O:54].[CH:55]([Cl:56])([Cl:57])[Cl:58].[Cl:27][c:28]1[cH:29][cH:30][c:31]([CH:34]=[C:35]([C:36]([C:37]([CH3:38])([CH3:39])[CH3:40])=[O:41])[n:42]2[n:43][cH:44][n:45][cH:46]2)[cH:32][cH:33]1.[NH2:1][CH:2]([CH2:3][CH:4]([CH3:5])[CH3:6])[C:7]([c:8]1[cH:9][cH:10][cH:11][cH:12][cH:13]1)([c:14]1[cH:15][cH:16][cH:17][cH:18][cH:19]1)[OH:20].[Na+:26]>>[Cl:27][c:28]1[cH:29][cH:30][c:31]([CH:34]=[C:35]([CH:36]([C:37]([CH3:38])([CH3:39])[CH3:40])[OH:41])[n:42]2[n:43][cH:44][n:45][cH:46]2)[cH:32][cH:33]1.